From a dataset of the Open Reaction Database (ORD), a public repository of structured organic reaction records. describe an organic reaction: reactants, conditions, products, and yield The reactants are ethyl acetate-pet ether, C12C(CCCC1)O2 (Cyclohexene oxide), COC=1C(=C(C=CC1)OC)OC (trimethoxybenzene), [Cl-].[Al+3].[Cl-].[Cl-] (aluminum chloride), COC=1C=CC(=CC1)C=O (anisaldehyde). Solvent: ClCCl (dichloromethane), O (water). Conditions: temperature -78 celsius, time 50 minute. Yields the product COC1=C(C(=CC(=C1)OC)OC)[C@H]1[C@@H](CCCC1)O (trans-(+/-)-2-(2,4,6-Trimethoxyphenyl)cyclohexanol). Reaction SMILES: [CH:1]12[O:7][CH:2]1[CH2:3][CH2:4][CH2:5][CH2:6]2.[CH3:8][O:9][C:10]1[C:11](OC)=[C:12]([O:16][CH3:17])[CH:13]=[CH:14][CH:15]=1.[Cl-].[Al+3].[Cl-].[Cl-].[CH3:24][O:25]C1C=CC(C=O)=CC=1>ClCCl.O>[CH3:17][O:16][C:12]1[CH:13]=[C:14]([O:25][CH3:24])[CH:15]=[C:10]([O:9][CH3:8])[C:11]=1[C@@H:1]1[CH2:6][CH2:5][CH2:4][CH2:3][C@H:2]1[OH:7] |f:2.3.4.5|. Procedure details: Cyclohexene oxide (90.2 ml; 0.89 mol) was added dropwise to a mechanically stirred mixture of trimethoxybenzene (I, 100 g; 0.594 mol) and aluminum chloride (118.82 g; 0.89 mol) in dichloromethane (500 ml) cooled at -78° C. The addition was done over a period of 50 min. The reaction mixture was allowed to stir at that temperature and the progress of the reaction monitored by TLC (tlc system 25% ethyl acetate-pet ether; anisaldehyde spray; pdt. Rf-value 0.35). The reaction mixture was worked up af... Reactants: CO, [N-]=[N+]=NCC(O)CC(F)(F)F. Yields the product NCC(O)CC(F)(F)F. As a reaction SMILES: [CH3:12][OH:13].[N:1](=[N+:2]=[N-:3])[CH2:4][CH:5]([CH2:6][C:7]([F:8])([F:9])[F:10])[OH:11]>>[NH2:1][CH2:4][CH:5]([CH2:6][C:7]([F:8])([F:9])[F:10])[OH:11]. The reactants are CCOC(=O)CBr, CC(=O)NC1C(=O)N(Cc2ccccc2)c2ccccc21, CC(C)(C)[O-], CS(C)=O, [Cl-], [K+], [Na+]. Product: CCOC(=O)CC1(NC(C)=O)C(=O)N(Cc2ccccc2)c2ccccc21. RXN SMILES: [Br:28][CH2:29][C:30](=[O:31])[O:32][CH2:33][CH3:34].[CH2:1]([c:2]1[cH:3][cH:4][cH:5][cH:6][cH:7]1)[N:8]1[C:9](=[O:21])[CH:10]([NH:17][C:18](=[O:19])[CH3:20])[c:11]2[cH:12][cH:13][cH:14][cH:15][c:16]21.[CH3:22][C:23]([CH3:24])([O-:25])[CH3:26].[CH3:37][S:38](=[O:39])[CH3:40].[Cl-:36].[K+:27].[Na+:35]>>[CH2:1]([c:2]1[cH:3][cH:4][cH:5][cH:6][cH:7]1)[N:8]1[C:9](=[O:21])[C:10]([NH:17][C:18](=[O:19])[CH3:20])([CH2:29][C:30](=[O:31])[O:32][CH2:33][CH3:34])[c:11]2[cH:12][cH:13][cH:14][cH:15][c:16]21. Reported procedure: Prepared analogously to Example 1g from rac.-N-[1-(5-chloro-1H-benzimidazol-2-yl)-3-hydroxycarbonylpropyl]-3-methyl-4-(pyrrolidin-1-ylcarbonyl)benzamide, TBTU, diisopropylethylamine, and pyrrolidine in tetrahydrofuran. Yield: 54%; Rf value: 0.22 (silica gel; ethyl acetate/ethanol=9:1); C28H32ClN5O3 (522.05); mass spectrum: (M+H)+=522/524 (chlorine isotope). The product is ClC1=CC2=C(NC(=N2)C(CCC(=O)N2CCCC2)NC(C2=CC(=C(C=C2)C(=O)N2CCCC2)C)=O)C=C1 (rac.-N-[1-(5-chloro-1H-benzimidazol-2-yl)-3-(pyrrolidin-1-ylcarbonyl)propyl]-3-methyl-4-(pyrrolidin-1-ylcarbonyl)benzamide). Isolated yield 54.0%. RXN SMILES: [Cl:1][C:2]1[CH:33]=[CH:32][C:5]2[NH:6][C:7]([CH:9]([NH:15][C:16](=[O:31])[C:17]3[CH:22]=[CH:21][C:20]([C:23]([N:25]4[CH2:29][CH2:28][CH2:27][CH2:26]4)=[O:24])=[C:19]([CH3:30])[CH:18]=3)[CH2:10][CH2:11][C:12](O)=[O:13])=[N:8][C:4]=2[CH:3]=1.CN(C(O[N:42]1N=NC2C=[CH:46][CH:47]=[CH:48][C:43]1=2)=[N+](C)C)C.[B-](F)(F)(F)F.C(N(C(C)C)CC)(C)C.N1CCCC1.ClCl>O1CCCC1.C(OCC)(=O)C.C(O)C>[Cl:1][C:2]1[CH:33]=[CH:32][C:5]2[NH:6][C:7]([CH:9]([NH:15][C:16](=[O:31])[C:17]3[CH:22]=[CH:21][C:20]([C:23]([N:25]4[CH2:29][CH2:28][CH2:27][CH2:26]4)=[O:24])=[C:19]([CH3:30])[CH:18]=3)[CH2:10][CH2:11][C:12]([N:42]3[CH2:43][CH2:48][CH2:47][CH2:46]3)=[O:13])=[N:8][C:4]=2[CH:3]=1 |f:1.2,7.8|. Reactants: ClCl (chlorine), C28H32ClN5O3, ClC1=CC2=C(NC(=N2)C(CCC(=O)O)NC(C2=CC(=C(C=C2)C(=O)N2CCCC2)C)=O)C=C1 (rac.-N-[1-(5-chloro-1H-benzimidazol-2-yl)-3-hydroxycarbonylpropyl]-3-methyl-4-(pyrrolidin-1-ylcarbonyl)benzamide), CN(C)C(=[N+](C)C)ON1C2=C(C=CC=C2)N=N1.[B-](F)(F)(F)F (TBTU), C(C)(C)N(CC)C(C)C (diisopropylethylamine), N1CCCC1 (pyrrolidine). The solvent is C(C)(=O)OCC.C(C)O (ethyl acetate ethanol), O1CCCC1 (tetrahydrofuran). Starting materials: BrCC(=O)C1(CCC1)C1=CC(=C(C=C1)Cl)Cl (2-bromo-1-[1-(3,4-dichlorophenyl)cyclobutyl]ethanone), N1=C(NCCC1)S (3,4,5,6-tetrahydropyrimidine-2-thiol). Run in CC(=O)C (acetone), CC(=O)C (acetone). Product: Br.ClC=1C=C(C=CC1Cl)C1(CCC1)C(CSC1=NCCCN1)=O (1-[1-(3,4-dichlorophenyl)cyclobutyl]-2-(3,4,5,6-tetrahydropyrimidin-2-ylthio)ethanone hydrobromide). Yield: 89.6%. RXN SMILES: [Br:1][CH2:2][C:3]([C:5]1([C:9]2[CH:14]=[CH:13][C:12]([Cl:15])=[C:11]([Cl:16])[CH:10]=2)[CH2:8][CH2:7][CH2:6]1)=[O:4].[N:17]1[CH2:22][CH2:21][CH2:20][NH:19][C:18]=1[SH:23]>CC(C)=O>[BrH:1].[Cl:16][C:11]1[CH:10]=[C:9]([C:5]2([C:3](=[O:4])[CH2:2][S:23][C:18]3[NH:19][CH2:20][CH2:21][CH2:22][N:17]=3)[CH2:8][CH2:7][CH2:6]2)[CH:14]=[CH:13][C:12]=1[Cl:15] |f:3.4|. Procedure details: A solution of 2-bromo-1-[1-(3,4-dichlorophenyl)cyclobutyl]ethanone (3.2 g) in acetone (25 ml) was added to a solution of 3,4,5,6-tetrahydropyrimidine-2-thiol (1.2 g) in acetone (150 mL), then the mixture was heated under reflux for 0.5 hour, and allowed to cool to ambient temperature. The resulting solid was collected by filtration and dried in vacuo at ambient temperature to give 1-[1-(3,4-dichlorophenyl)cyclobutyl]-2-(3,4,5,6-tetrahydropyrimidin-2-ylthio)ethanone hydrobromide as a white solid ... Starting materials: [Br-].C(C)(=O)C=1C=[N+](C=CC1CC1C(C2=CC=C(C=C2C1)C)=O)CC1=C(C=CC=C1)C ([(3-acetyl-1-(o-tolylmethyl)pyridin-1-ium-4-yl]methyl]-5-methyl-indan-1-one bromide), C1C=CN(C=C1C(=O)N)CC2=CC=CC=C2 (BNAH). Yields the product C(C)(=O)C1=CN(C=CC1CC1C(C2=CC=C(C=C2C1)C)=O)CC1=C(C=CC=C1)C (2-[[3-acetyl-1-(o-tolylmethyl)-4H-pyridin-4-yl]methyl]-5-methyl-indan-1-one). RXN SMILES: [Br-].[C:2]([C:5]1[CH:6]=[N+:7]([CH2:23][C:24]2[CH:29]=[CH:28][CH:27]=[CH:26][C:25]=2[CH3:30])[CH:8]=[CH:9][C:10]=1[CH2:11][CH:12]1[CH2:20][C:19]2[C:14](=[CH:15][CH:16]=[C:17]([CH3:21])[CH:18]=2)[C:13]1=[O:22])(=[O:4])[CH3:3].C1C(C(N)=O)=CN(CC2C=CC=CC=2)C=C1>>[C:2]([C:5]1[CH:10]([CH2:11][CH:12]2[CH2:20][C:19]3[C:14](=[CH:15][CH:16]=[C:17]([CH3:21])[CH:18]=3)[C:13]2=[O:22])[CH:9]=[CH:8][N:7]([CH2:23][C:24]2[CH:29]=[CH:28][CH:27]=[CH:26][C:25]=2[CH3:30])[CH:6]=1)(=[O:4])[CH3:3] |f:0.1|. Procedure: The title compound 163 is prepared according to the procedure reported in Example 39.1 with compound 137 (150 mg, 0.32 mmol) and BNAH (69 mg, 1 equiv) as reactants. Yellow solid. (Yield 43.5 mg, 35%).